From a dataset of the Open Reaction Database (ORD), a public repository of structured organic reaction records. describe an organic reaction: reactants, conditions, products, and yield The reactants are COC(=O)c1c[nH]cn1, CO, O=[N+]([O-])c1cccc(F)c1, [H-], [Na+]. The product is COC(=O)c1cn(-c2cccc([N+](=O)[O-])c2)cn1. RXN SMILES: [CH3:1][O:2][C:3](=[O:4])[c:5]1[n:6][cH:7][nH:8][cH:9]1.[CH3:22][OH:23].[F:12][c:13]1[cH:14][c:15]([N+:19](=[O:20])[O-:21])[cH:16][cH:17][cH:18]1.[H-:11].[Na+:10]>>[CH3:1][O:2][C:3](=[O:4])[c:5]1[n:6][cH:7][n:8](-[c:13]2[cH:14][c:15]([N+:19](=[O:20])[O-:21])[cH:16][cH:17][cH:18]2)[cH:9]1. The reactants are Cc1c(C(=O)Cl)cnn1-c1ccc(Cl)cc1, COCOC1CCN(c2ccc(N)cc2C#N)CC1. Reaction SMILES: [Cl:1][c:2]1[cH:3][cH:4][c:5](-[n:8]2[n:9][cH:10][c:11]([C:14](=[O:15])[Cl:16])[c:12]2[CH3:13])[cH:6][cH:7]1.[NH2:17][c:18]1[cH:19][cH:20][c:21]([N:26]2[CH2:27][CH2:28][CH:29]([O:32][CH2:33][O:34][CH3:35])[CH2:30][CH2:31]2)[c:22]([C:23]#[N:24])[cH:25]1>>[Cl:1][c:2]1[cH:3][cH:4][c:5](-[n:8]2[n:9][cH:10][c:11]([C:14](=[O:15])[NH:17][c:18]3[cH:19][cH:20][c:21]([N:26]4[CH2:27][CH2:28][CH:29]([O:32][CH2:33][O:34][CH3:35])[CH2:30][CH2:31]4)[c:22]([C:23]#[N:24])[cH:25]3)[c:12]2[CH3:13])[cH:6][cH:7]1. Product: COCOC1CCN(c2ccc(NC(=O)c3cnn(-c4ccc(Cl)cc4)c3C)cc2C#N)CC1. Reactants: CS(C)=O, CS(=O)(=O)O, CCOC(C)=O, Nc1cc(-c2cn(-c3ccc4nncn4n3)nc2-c2ccc(F)cc2)ccn1. The product is CS(=O)(=O)O, Nc1cc(-c2cn(-c3ccc4nncn4n3)nc2-c2ccc(F)cc2)ccn1. As a reaction SMILES: [CH3:1][S:2]([CH3:3])=[O:4].[CH3:33][S:34]([OH:35])(=[O:36])=[O:37].[CH3:38][CH2:39][O:40][C:41](=[O:42])[CH3:43].[NH2:5][c:6]1[n:7][cH:8][cH:9][c:10](-[c:12]2[c:13](-[c:26]3[cH:27][cH:28][c:29]([F:32])[cH:30][cH:31]3)[n:14][n:15](-[c:17]3[cH:18][cH:19][c:20]4[n:21]([n:22]3)[cH:23][n:24][n:25]4)[cH:16]2)[cH:11]1>>[CH3:33][S:34](=[O:35])(=[O:36])[OH:37].[NH2:5][c:6]1[n:7][cH:8][cH:9][c:10](-[c:12]2[c:13](-[c:26]3[cH:27][cH:28][c:29]([F:32])[cH:30][cH:31]3)[n:14][n:15](-[c:17]3[cH:18][cH:19][c:20]4[n:21]([n:22]3)[cH:23][n:24][n:25]4)[cH:16]2)[cH:11]1. The reactants are CON(C(=O)C=1N=C2C(OCCN2C(C1OC)=O)(C)C)C (N,3-dimethoxy-N,9,9-trimethyl-4-oxo-4,6,7,9-tetrahydropyrimido[2,1-c][1,4]oxazine-2-carboxamide), ice water, C[Mg+].[Br-] (CH3MgBr), solution. Run in C1CCOC1 (THF), CCOCC (ether). Reaction conditions: time 3 hour. Product: C(C)(=O)C=1N=C2C(OCCN2C(C1OC)=O)(C)C (2-Acetyl-3-methoxy-9,9-dimethyl-6,7-dihydropyrimido[2,1-c][1,4]oxazin-4(9H)-one). The yield is 16.0%. RXN SMILES: CON(C)[C:4]([C:6]1[N:7]=[C:8]2[N:13]([C:14](=[O:18])[C:15]=1[O:16][CH3:17])[CH2:12][CH2:11][O:10][C:9]2([CH3:20])[CH3:19])=[O:5].[CH3:22][Mg+].[Br-]>C1COCC1.CCOCC>[C:4]([C:6]1[N:7]=[C:8]2[N:13]([C:14](=[O:18])[C:15]=1[O:16][CH3:17])[CH2:12][CH2:11][O:10][C:9]2([CH3:19])[CH3:20])(=[O:5])[CH3:22] |f:1.2|. Procedure details: To a solution of N,3-dimethoxy-N,9,9-trimethyl-4-oxo-4,6,7,9-tetrahydropyrimido[2,1-c][1,4]oxazine-2-carboxamide (0.40 g, 1.35 mmol, 1.0 equiv) in THF (13 mL) at 0° C. (ice/water bath) under a nitrogen atmosphere, was added CH3MgBr (0.63 mL of a 3 M solution in ether, 1.88 mmol, 1.4 equiv). After stirring 3 h, the reaction was cautiously quenched by addition of 1N HCl (10 mL). After stirring 1 h, the reaction was poured into water and extracted with CH2Cl2 (×5). The combined CH2Cl2 extracts were... Run in C(Cl)Cl (CH2Cl2). Conditions: time 2 hour. The yield is 95.0%. RXN SMILES: [CH3:1][O:2][P:3]([Cl:5])Cl.C[Si](C)(C)[N:8]1[CH2:12][CH2:11][CH2:10][CH2:9]1>C(Cl)Cl>[Cl:5][P:3]([O:2][CH3:1])[N:8]1[CH2:12][CH2:11][CH2:10][CH2:9]1. Starting materials: COP(Cl)Cl (methyldichlorophosphite), C[Si](N1CCCC1)(C)C (1-(trimethylsilyl)pyrrolidine). Reported procedure: To a solution of methyldichlorophosphite (10.0 g, 75.24 mmol, 7.1 mL) in CH2Cl2 (50 mL) was added dropwise 1-(trimethylsilyl)pyrrolidine (13.1 mL, 10.8 g, 75.2 mmol) at 0° C. The resulting mixture was stirred for 2 h at room temperature. The solvent was removed under reduced pressure to give a colorless oil (11.97 g, 95%) as a product. 31P NMR (CDCl3) δ 182.3. The product is ClP(N1CCCC1)OC (Chloro(methoxy)pyrrolidinophosphine). The reactants are BrCC(=O)Br (2-bromoacetyl bromide), C(C)NCC (diethylamine), NC1=CC=C(C=C1)C (p-toluidine), C1(=CC(=CC=C1)S(=O)(=O)Cl)C (toluene-3-sulfonyl chloride). Yields the product C(C)N(C(CN(C1=CC=C(C=C1)C)S(=O)(=O)C=1C=C(C=CC1)C)=O)CC (N,N-Diethyl-2-[(toluene-3-sulfonyl)-p-tolyl-amino]-acetamide). Reaction SMILES: Br[CH2:2][C:3](Br)=[O:4].[CH2:6]([NH:8][CH2:9][CH3:10])[CH3:7].[NH2:11][C:12]1[CH:17]=[CH:16][C:15]([CH3:18])=[CH:14][CH:13]=1.[C:19]1([CH3:29])[CH:24]=[CH:23][CH:22]=[C:21]([S:25](Cl)(=[O:27])=[O:26])[CH:20]=1>>[CH2:6]([N:8]([CH2:9][CH3:10])[C:3](=[O:4])[CH2:2][N:11]([S:25]([C:21]1[CH:20]=[C:19]([CH3:29])[CH:24]=[CH:23][CH:22]=1)(=[O:27])=[O:26])[C:12]1[CH:17]=[CH:16][C:15]([CH3:18])=[CH:14][CH:13]=1)[CH3:7]. Procedure details: prepared by reaction of 2-bromoacetyl bromide with diethylamine, p-toluidine and toluene-3-sulfonyl chloride Starting materials: ClC=1N=C(C2=C(N1)C=CC(=N2)CN2CCN(CC2)C(C(=O)N)(C)C)N2CCOCC2 (2-(4-((2-Chloro-4-morpholinopyrido[3,2-d]pyrimidin-6-yl)methyl)piperazin-1-yl)-2-methylpropanamide), NC1=NC=C(C=C1)B(O)O (2-aminopyridine-5-boronic acid), pinacol ester. The product is NC1=CC=C(C=N1)C=1N=C(C2=C(N1)C=CC(=N2)CN2CCN(CC2)C(C(=O)N)(C)C)N2CCOCC2 (2-(4-((2-(6-aminopyridin-3-yl)-4-morpholinopyrido[3,2-d]pyrimidin-6-yl)methyl)piperazin-1-yl)-2-methylpropanamide). Reaction SMILES: Cl[C:2]1[N:3]=[C:4]([N:25]2[CH2:30][CH2:29][O:28][CH2:27][CH2:26]2)[C:5]2[N:11]=[C:10]([CH2:12][N:13]3[CH2:18][CH2:17][N:16]([C:19]([CH3:24])([CH3:23])[C:20]([NH2:22])=[O:21])[CH2:15][CH2:14]3)[CH:9]=[CH:8][C:6]=2[N:7]=1.[NH2:31][C:32]1[CH:37]=[CH:36][C:35](B(O)O)=[CH:34][N:33]=1>>[NH2:31][C:32]1[N:33]=[CH:34][C:35]([C:2]2[N:3]=[C:4]([N:25]3[CH2:30][CH2:29][O:28][CH2:27][CH2:26]3)[C:5]3[N:11]=[C:10]([CH2:12][N:13]4[CH2:18][CH2:17][N:16]([C:19]([CH3:24])([CH3:23])[C:20]([NH2:22])=[O:21])[CH2:15][CH2:14]4)[CH:9]=[CH:8][C:6]=3[N:7]=2)=[CH:36][CH:37]=1. Procedure details: 2-(4-((2-Chloro-4-morpholinopyrido[3,2-d]pyrimidin-6-yl)methyl)piperazin-1-yl)-2-methylpropanamide from Example 121 (115 mg) was reacted with 2-aminopyridine-5-boronic acid, pinacol ester via General Procedure A to yield 8.5 mg 124 following reverse phase HPLC purification. MS (Q1) 492.3 (M)+